Dataset: the Open Reaction Database (ORD), a public repository of structured organic reaction records. Task: describe an organic reaction: reactants, conditions, products, and yield The reactants are [Br-], N#Cc1ccc(C(=O)Sc2ccccn2)cc1, CCc1ccc[nH]1, Cc1ccccc1, C[Mg+], [Cl-], [NH4+], C1CCOC1. Yields the product CCc1ccc(C(=O)c2ccc(C#N)cc2)[nH]1. RXN SMILES: [Br-:8].[C:11](#[N:12])[c:13]1[cH:14][cH:15][c:16]([C:19]([S:20][c:21]2[cH:22][cH:23][cH:24][cH:25][n:26]2)=[O:27])[cH:17][cH:18]1.[CH2:1]([CH3:2])[c:3]1[nH:4][cH:5][cH:6][cH:7]1.[CH3:30][c:31]1[cH:32][cH:33][cH:34][cH:35][cH:36]1.[CH3:9][Mg+:10].[Cl-:28].[NH4+:29].[O:37]1[CH2:38][CH2:39][CH2:40][CH2:41]1>>[CH2:1]([CH3:2])[c:3]1[nH:4][c:5]([C:19]([c:16]2[cH:15][cH:14][c:13]([C:11]#[N:12])[cH:18][cH:17]2)=[O:27])[cH:6][cH:7]1.